Task: describe an organic reaction: reactants, conditions, products, and yield. Dataset: the Open Reaction Database (ORD), a public repository of structured organic reaction records Reactants: COCCCCN1C(C(OC2=C1C=C(C(=C2)C(F)(F)F)C(=O)O)(C)C)=O (4-(4-methoxybutyl)-2,2-dimethyl-3-oxo-7-(trifluoromethyl)-3,4-dihydro-2H-1,4-benzoxazine-6-carboxylic acid), N[C@H]1CN(CC[C@H]1CC1=CC=CC=C1)C(=O)OC(C)(C)C (tert-butyl (rac.)-(3R,4R)-3-amino-4-benzylpiperidine-1-carboxylate). The product is C(C1=CC=CC=C1)[C@H]1[C@H](CN(CC1)C(=O)OC(C)(C)C)NC(=O)C=1C(=CC2=C(N(C(C(O2)(C)C)=O)CCCCOC)C1)C(F)(F)F (tert-Butyl (rac.)-(3R,4R)-4-benzyl-3-({[4-(4-methoxybutyl)-2,2-dimethyl-3-oxo-7-(trifluoromethyl)-3,4-dihydro-2H-1,4-benzoxazin-6-yl]carbonyl}amino)piperidine-1-carboxylate). As a reaction SMILES: [CH3:1][O:2][CH2:3][CH2:4][CH2:5][CH2:6][N:7]1[C:12]2[CH:13]=[C:14]([C:21](O)=[O:22])[C:15]([C:17]([F:20])([F:19])[F:18])=[CH:16][C:11]=2[O:10][C:9]([CH3:25])([CH3:24])[C:8]1=[O:26].[NH2:27][C@@H:28]1[C@H:33]([CH2:34][C:35]2[CH:40]=[CH:39][CH:38]=[CH:37][CH:36]=2)[CH2:32][CH2:31][N:30]([C:41]([O:43][C:44]([CH3:47])([CH3:46])[CH3:45])=[O:42])[CH2:29]1>>[CH2:34]([C@@H:33]1[CH2:32][CH2:31][N:30]([C:41]([O:43][C:44]([CH3:47])([CH3:46])[CH3:45])=[O:42])[CH2:29][C@@H:28]1[NH:27][C:21]([C:14]1[C:15]([C:17]([F:20])([F:19])[F:18])=[CH:16][C:11]2[O:10][C:9]([CH3:25])([CH3:24])[C:8](=[O:26])[N:7]([CH2:6][CH2:5][CH2:4][CH2:3][O:2][CH3:1])[C:12]=2[CH:13]=1)=[O:22])[C:35]1[CH:36]=[CH:37][CH:38]=[CH:39][CH:40]=1. Procedure: Using 4-(4-methoxybutyl)-2,2-dimethyl-3-oxo-7-(trifluoromethyl)-3,4-dihydro-2H-1,4-benzoxazine-6-carboxylic acid and tert-butyl (rac.)-(3R,4R)-3-amino-4-benzylpiperidine-1-carboxylate (US 2005/182095), the title compound was obtained in a similar manner to Reference Example 197. Reaction SMILES: CC1(C)C2C=C(C#CC3C=CC(C(O)=O)=CC=3)C=CC=2C(=O)CC1.[CH3:25][C:26]1([CH3:54])[C:35]2[CH:34]=[C:33]([C:36]#[C:37][C:38]3[CH:48]=[CH:47][C:41]([C:42]([O:44]CC)=[O:43])=[CH:40][CH:39]=3)[CH:32]=[CH:31][C:30]=2[C:29](=[C:49]([CH2:52][CH3:53])[CH2:50][CH3:51])[CH2:28][CH2:27]1>>[CH3:54][C:26]1([CH3:25])[C:35]2[CH:34]=[C:33]([C:36]#[C:37][C:38]3[CH:39]=[CH:40][C:41]([C:42]([OH:44])=[O:43])=[CH:47][CH:48]=3)[CH:32]=[CH:31][C:30]=2[C:29](=[C:49]([CH2:50][CH3:51])[CH2:52][CH3:53])[CH2:28][CH2:27]1. Product: CC1(CCC(C=2C=CC(=CC12)C#CC1=CC=C(C(=O)O)C=C1)=C(CC)CC)C (4-[(7,8-dihydro-8,8-dimethyl-5(6H)-(3-pentylidene)naphth-2-yl)ethynyl]benzoic acid). Starting materials: CC1(CCC(C=2C=CC(=CC12)C#CC1=CC=C(C(=O)O)C=C1)=O)C (4-[(5,6,7,8-tetrahydro-8,8-dimethyl-5-oxonaphth-2-yl)ethynyl]benzoic acid), CC1(CCC(C=2C=CC(=CC12)C#CC1=CC=C(C(=O)O)C=C1)=O)C (4-[(5,6,7,8-tetrahydro-8,8-dimethyl-5-oxonaphth-2-yl)ethynyl]benzoic acid), CC1(CCC(C=2C=CC(=CC12)C#CC1=CC=C(C(=O)OCC)C=C1)=C(CC)CC)C (ethyl 4-[(7,8-dihydro-8,8-dimethyl-5(6H)-(3-pentylidene)naphth-2-yl)ethynyl]benzoate), CC1(CCC(C=2C=CC(=CC12)C#CC1=CC=C(C(=O)OCC)C=C1)=C(CC)CC)C (ethyl 4-[(7,8-dihydro-8,8-dimethyl-5(6H)-(3-pentylidene)naphth-2-yl)ethynyl]benzoate). Reported procedure: Employing the same general procedure as for the preparation of 4-[(5,6,7,8-tetrahydro-8,8-dimethyl-5-oxonaphth-2-yl)ethynyl]benzoic acid (Compound 7), 90 mg (0.23 mmol) of ethyl 4-[(7,8-dihydro-8,8-dimethyl-5(6H)-(3-pentylidene)naphth-2-yl)ethynyl]benzoate (Compound 133) was converted to the title compound using 0.5 ml (0.5 mmol) of LiOH (1M aqueuos solution). Reactants: BrCC1=CC=C(C=C1)CCN1C(C=C(C=C1)OCC=1OC=CC1)=O (1-[2-(4-bromomethyl-phenyl)-ethyl]-4-(furan-2-ylmethoxy)-1H-pyridin-2-one), N1CCC(CC1)NC(C)=O (N-piperidin-4-yl-acetamide). Product: O1C(=CC=C1)COC1=CC(N(C=C1)CCC1=CC=C(CN2CCC(CC2)NC(C)=O)C=C1)=O (N-[1-(4-{2-[4-(Furan-2-ylmethoxy)-2-oxo-2H-pyridin-1-yl]-ethyl}-benzyl)-piperidin-4-yl]-acetamide). As a reaction SMILES: Br[CH2:2][C:3]1[CH:8]=[CH:7][C:6]([CH2:9][CH2:10][N:11]2[CH:16]=[CH:15][C:14]([O:17][CH2:18][C:19]3[O:20][CH:21]=[CH:22][CH:23]=3)=[CH:13][C:12]2=[O:24])=[CH:5][CH:4]=1.[NH:25]1[CH2:30][CH2:29][CH:28]([NH:31][C:32](=[O:34])[CH3:33])[CH2:27][CH2:26]1>>[O:20]1[CH:21]=[CH:22][CH:23]=[C:19]1[CH2:18][O:17][C:14]1[CH:15]=[CH:16][N:11]([CH2:10][CH2:9][C:6]2[CH:7]=[CH:8][C:3]([CH2:2][N:25]3[CH2:30][CH2:29][CH:28]([NH:31][C:32](=[O:34])[CH3:33])[CH2:27][CH2:26]3)=[CH:4][CH:5]=2)[C:12](=[O:24])[CH:13]=1. Reported procedure: N-[1-(4-{2-[4-(Furan-2-ylmethoxy)-2-oxo-2H-pyridin-1-yl]-ethyl}-benzyl)-piperidin-4-yl]-acetamide is prepared as example 6.1c from 50 mg (0.13 mmol) 1-[2-(4-bromomethyl-phenyl)-ethyl]-4-(furan-2-ylmethoxy)-1H-pyridin-2-one (example 6.1b) and 73 mg (0.52 mmol) N-piperidin-4-yl-acetamide. Reactants: CC1=NNC(=C1C(=O)OCC)C (Ethyl 3,5-dimethyl-1H-pyrazole-4-carboxylate), [H-].[Na+] (Sodium hydride), BrCCOC (1-Bromo-2-methoxyethane), [H][H] (hydrogen). Run in C1CCOC1 (THF), C1CCOC1 (THF). Product: COCCN1N=C(C(=C1C)C(=O)O)C (1-(2-Methoxyethyl)-3,5-dimethyl-1H-pyrazole-4-carboxylic acid). Yield: 34.0%. As a reaction SMILES: [H-].[Na+].[CH3:3][C:4]1[C:8]([C:9]([O:11]CC)=[O:10])=[C:7]([CH3:14])[NH:6][N:5]=1.[H][H].Br[CH2:18][CH2:19][O:20][CH3:21]>C1COCC1>[CH3:21][O:20][CH2:19][CH2:18][N:6]1[C:7]([CH3:14])=[C:8]([C:9]([OH:11])=[O:10])[C:4]([CH3:3])=[N:5]1 |f:0.1|. Reported procedure: Sodium hydride (60%, 120 mg, 3.0 mmol) was suspended in THF (2 ml) at 0 C. Ethyl 3,5-dimethyl-1H-pyrazole-4-carboxylate (168 mg, 1.0 mmol) dissolved in THF (2 mL) was added drop-wise. Stirring was maintained until the evolution of hydrogen stopped. 1-Bromo-2-methoxyethane (208 mg, 1.5 mmol) was added and the reaction was heated at reflux at 70 C for 48 hours. Reaction was quenched with water at 0 C, acidified to pH=1-2 with HCl (2M) and was extracted with EtOAc. The organic layer was washed with... Reactants: CC1=C(C=NC=C1)[N+](=O)[O-] (4-methyl-3-nitropyridine), C(C)OC(N(C)C)OCC (N,N-dimethylformamide diethyl acetal). Product: CN(C)/C=C/C1=C(C=NC=C1)[N+](=O)[O-] (E-4-[2-(N,N-dimethylamino)-1-ethenyl]-3-nitropyridine). Reaction SMILES: [CH3:1][C:2]1[CH:7]=[CH:6][N:5]=[CH:4][C:3]=1[N+:8]([O-:10])=[O:9].C(O[CH:14](OCC)[N:15]([CH3:17])[CH3:16])C>>[CH3:14][N:15](/[CH:17]=[CH:1]/[C:2]1[CH:7]=[CH:6][N:5]=[CH:4][C:3]=1[N+:8]([O-:10])=[O:9])[CH3:16]. Procedure details: Commercially available 4-methyl-3-nitropyridine is condensed with N,N-dimethylformamide diethyl acetal to provide E-4-[2-(N,N-dimethylamino)-1-ethenyl]-3-nitropyridine, which is then subjected to catalytic hydrogenation to give 6-azaindole.